From a dataset of the Open Reaction Database (ORD), a public repository of structured organic reaction records. describe an organic reaction: reactants, conditions, products, and yield Starting materials: intermediate 46, BrCC1=C(C=C(C=C1)F)S(=O)(=O)N(C)C (2-bromomethyl-5-fluoro-N,N-dimethyl-benzenesulfonamide), [N-]=[N+]=[N-].[Na+] (sodium azide). The solvent is CN(C=O)C (dimethylformamide). Conditions: time 30 minute. Product: N(=[N+]=[N-])CC1=C(C=C(C=C1)F)S(=O)(=O)N(C)C (2-Azidomethyl-5-fluoro-N,N-dimethyl-benzenesulfonamide). Isolated yield 87.3%. RXN SMILES: Br[CH2:2][C:3]1[CH:8]=[CH:7][C:6]([F:9])=[CH:5][C:4]=1[S:10]([N:13]([CH3:15])[CH3:14])(=[O:12])=[O:11].[N-:16]=[N+:17]=[N-:18].[Na+]>CN(C)C=O>[N:16]([CH2:2][C:3]1[CH:8]=[CH:7][C:6]([F:9])=[CH:5][C:4]=1[S:10]([N:13]([CH3:15])[CH3:14])(=[O:12])=[O:11])=[N+:17]=[N-:18] |f:1.2|. Procedure details: A mixture of intermediate 46, 2-bromomethyl-5-fluoro-N,N-dimethyl-benzenesulfonamide, (880 mg, 2.97 mmol) and sodium azide (200 mg, 3 mmol) in dimethylformamide (4 mL) was stirred at 55–60° C. for 30 min after which the solvent was removed in vacuo. The residue was partitioned between CH2Cl2 and water, and the organic phase was washed with water, dried (Na2SO4), filtered and concentrated to provide 670 mg (Yield 87%) of the title compound as a yellow oil; 1H NMR (500 MHz, CDCl3) δ ppm: 2.84 (6H,... RXN SMILES: CC(C)=[O:3].OS(O)(=O)=O.O=[Cr](=O)=O.[Cl:14][C:15]1[C:20]([NH:21][C:22]([CH3:26])([CH3:25])[CH2:23][OH:24])=[C:19]([N+:27]([O-:29])=[O:28])[CH:18]=[CH:17][CH:16]=1.CC(C)=O>C(O)(C)C>[Cl:14][C:15]1[C:20]([NH:21][C:22]([CH3:26])([C:23]([OH:3])=[O:24])[CH3:25])=[C:19]([N+:27]([O-:29])=[O:28])[CH:18]=[CH:17][CH:16]=1 |f:0.1.2|. Yields the product ClC1=CC=CC(=C1NC(C)(C(=O)O)C)[N+](=O)[O-] (N-(6-Chloro-2-nitrophenyl)-2-methylalanine). The reactants are CC(=O)C.OS(=O)(=O)O.O=[Cr](=O)=O (Jones reagent), ClC1=CC=CC(=C1NC(CO)(C)C)[N+](=O)[O-] (2-[N-(6-Chloro-2-nitrophenyl)]amino-2-methyl-1-propanol), CC(=O)C (acetone). The solvent is C(C)(C)O (isopropanol). Procedure: Jones reagent (2.67M) is added in aliquots (30 ml, 15 ml, 10 ml, 5 ml) every 15 min to a solution of 2-[N-(6-Chloro-2-nitrophenyl)]amino-2-methyl-1-propanol (IX, EXAMPLE 13, 21.6 g) and acetone (1.65 l) at 0° until the reaction is done as measured by TLC analysis. After 1 hr total time, isopropanol (90 ml) is added and the mixture is allowed to warm to 20°-25°. The mixture is filtered and the solids washed with acetone several times. The combined filtrates are concentrated and partitioned betwee... The reactants are C(C1=CC=CC=C1)N1CCN(CC1)C(=O)C1=CC=C(C=C1)OC1=NC=C(C=C1)NCC1=CC=C(C=C1)C(F)(F)F ((4-benzylpiperazin-1-yl){4-[5-(4-trifluoromethylbenzylamino)pyridin-2-yloxy]phenyl}methanone), C=O (formaldehyde), C(#N)[BH3-].[Na+] (sodium cyanoborohydride), C(C)(=O)O (acetic acid). The solvent is CO (methanol). Run at time 2 hour. The product is C(C1=CC=CC=C1)N1CCN(CC1)C(=O)C1=CC=C(C=C1)OC1=NC=C(C=C1)N(CC1=CC=C(C=C1)C(F)(F)F)C ((4-benzylpiperazin-1-yl)(4-{5-[methyl(4-trifluoromethylbenzyl)amino]pyridin-2-yloxy}phenyl)-methanone). As a reaction SMILES: [CH2:1]([N:8]1[CH2:13][CH2:12][N:11]([C:14]([C:16]2[CH:21]=[CH:20][C:19]([O:22][C:23]3[CH:28]=[CH:27][C:26]([NH:29][CH2:30][C:31]4[CH:36]=[CH:35][C:34]([C:37]([F:40])([F:39])[F:38])=[CH:33][CH:32]=4)=[CH:25][N:24]=3)=[CH:18][CH:17]=2)=[O:15])[CH2:10][CH2:9]1)[C:2]1[CH:7]=[CH:6][CH:5]=[CH:4][CH:3]=1.C=O.[C:43]([BH3-])#N.[Na+].C(O)(=O)C>CO>[CH2:1]([N:8]1[CH2:13][CH2:12][N:11]([C:14]([C:16]2[CH:17]=[CH:18][C:19]([O:22][C:23]3[CH:28]=[CH:27][C:26]([N:29]([CH3:43])[CH2:30][C:31]4[CH:32]=[CH:33][C:34]([C:37]([F:39])([F:40])[F:38])=[CH:35][CH:36]=4)=[CH:25][N:24]=3)=[CH:20][CH:21]=2)=[O:15])[CH2:10][CH2:9]1)[C:2]1[CH:7]=[CH:6][CH:5]=[CH:4][CH:3]=1 |f:2.3|. Reported procedure: To a solution of (4-benzylpiperazin-1-yl){4-[5-(4-trifluoromethylbenzylamino)pyridin-2-yloxy]phenyl}methanone (5.40 g, 9.88 mmol) in methanol (150 mL) were added 37% aqueous formaldehyde (2.8 mL), sodium cyanoborohydride (1.86 g, 29.6 mmol) and acetic acid (1.7 mL) under ice cooling, and the resulting solution was stirred at room temperature for 2 hours. The solvent was evaporated under reduced pressure. Water was added to the residue, and this solution was neutralized with a saturated sodium bi... The reactants are C(C)N(C(=O)C1SC2=C(C=3N(C4=CC=CC=C4C13)CCO)C=CC=C2)CC (11-(2-Hydroxy-ethyl)-6,11-dihydro-5-thia-11-aza-benzo[α]fluorene-6-carboxylic acid diethylamide), [OH-].[K+] (potassium hydroxide), IC (iodomethane). Solvent: CS(=O)C (DMSO). Reaction conditions: time 30 minute. The product is C(C)N(C(=O)C1SC2=C(C=3N(C4=CC=CC=C4C13)CCOC)C=CC=C2)CC (11-(2-methoxy-ethyl)-6,11-dihydro-5-thia-11-aza-benzo[α]fluorene-6-carboxylic acid diethylamide). The yield is 55.0%. RXN SMILES: [CH2:1]([N:3]([CH2:26][CH3:27])[C:4]([CH:6]1[C:18]2[C:17]3[C:12](=[CH:13][CH:14]=[CH:15][CH:16]=3)[N:11]([CH2:19][CH2:20][OH:21])[C:10]=2[C:9]2[CH:22]=[CH:23][CH:24]=[CH:25][C:8]=2[S:7]1)=[O:5])[CH3:2].[OH-].[K+].I[CH3:31]>CS(C)=O>[CH2:26]([N:3]([CH2:1][CH3:2])[C:4]([CH:6]1[C:18]2[C:17]3[C:12](=[CH:13][CH:14]=[CH:15][CH:16]=3)[N:11]([CH2:19][CH2:20][O:21][CH3:31])[C:10]=2[C:9]2[CH:22]=[CH:23][CH:24]=[CH:25][C:8]=2[S:7]1)=[O:5])[CH3:27] |f:1.2|. Reported procedure: To a stirred solution of intermediate iv (from the synthesis described in Example 15) (60 mg, 0.158 mmol) in anhydrous DMSO 3 ml was added potassium hydroxide (84 mg, 1.58 mmol) and iodomethane (1.58 mmol, 0.12 ml) at room temperature. The mixture was then stirred under nitrogen for 30 minutes. The reaction was poured onto water 50 ml, extracted with dichloromethane 2×20 ml, washed with brine 2×20 ml. The organic was dried (MgSO4) and removed in vacuo. The residue was recrystallised from ethylac... The reactants are CC(C)(C)OC(=O)N1C(COCc2ccccc2)CCC1COC(=O)c1ccccc1, CO, [Na+], [OH-]. The product is CC(C)(C)OC(=O)N1C(CO)CCC1COCc1ccccc1. Reaction SMILES: [C:1](=[O:2])([O:3][C:4]([CH3:5])([CH3:6])[CH3:7])[N:8]1[CH:9]([CH2:22][O:23][C:24](=[O:25])[c:26]2[cH:27][cH:28][cH:29][cH:30][cH:31]2)[CH2:10][CH2:11][CH:12]1[CH2:13][O:14][CH2:15][c:16]1[cH:17][cH:18][cH:19][cH:20][cH:21]1.[CH3:34][OH:35].[Na+:33].[OH-:32]>>[C:1](=[O:2])([O:3][C:4]([CH3:5])([CH3:6])[CH3:7])[N:8]1[CH:9]([CH2:22][OH:23])[CH2:10][CH2:11][CH:12]1[CH2:13][O:14][CH2:15][c:16]1[cH:17][cH:18][cH:19][cH:20][cH:21]1.